This data is from the Open Reaction Database (ORD), a public repository of structured organic reaction records. The task is: describe an organic reaction: reactants, conditions, products, and yield Reactants: ClC=1C=CC(=C(CN2C3=C(NCC2)N=CC(=C3)C3=CC=C(C(=O)O)C=C3)C1)C(F)(F)F (4-{1-[5-chloro-2-(trifluoromethyl)benzyl]-1,2,3,4-tetrahydropyrido[2,3-b]pyrazin-7-yl}benzoic acid), NC1CCN(CC1)C (4-amino-1-methylpiperidine). The product is ClC=1C=CC(=C(CN2C3=C(NCC2)N=CC(=C3)C3=CC=C(C(=O)NC2CCN(CC2)C)C=C3)C1)C(F)(F)F (4-{1-[5-Chloro-2-(trifluoromethyl)benzyl]-1,2,3,4-tetrahydropyrido[2,3-b]pyrazin-7-yl}-N-(1-methylpiperidin-4-yl)benzamide). RXN SMILES: [Cl:1][C:2]1[CH:3]=[CH:4][C:5]([C:28]([F:31])([F:30])[F:29])=[C:6]([CH:27]=1)[CH2:7][N:8]1[CH2:13][CH2:12][NH:11][C:10]2[N:14]=[CH:15][C:16]([C:18]3[CH:26]=[CH:25][C:21]([C:22](O)=[O:23])=[CH:20][CH:19]=3)=[CH:17][C:9]1=2.[NH2:32][CH:33]1[CH2:38][CH2:37][N:36]([CH3:39])[CH2:35][CH2:34]1>>[Cl:1][C:2]1[CH:3]=[CH:4][C:5]([C:28]([F:30])([F:31])[F:29])=[C:6]([CH:27]=1)[CH2:7][N:8]1[CH2:13][CH2:12][NH:11][C:10]2[N:14]=[CH:15][C:16]([C:18]3[CH:19]=[CH:20][C:21]([C:22]([NH:32][CH:33]4[CH2:38][CH2:37][N:36]([CH3:39])[CH2:35][CH2:34]4)=[O:23])=[CH:25][CH:26]=3)=[CH:17][C:9]1=2. Procedure details: 4-{1-[5-chloro-2-(trifluoromethyl)benzyl]-1,2,3,4-tetrahydropyrido[2,3-b]pyrazin-7-yl}benzoic acid was reacted with 4-amino-1-methylpiperidine as in General Procedure 10 to give the title compound. LCMS: m/z=543.96 (M+H+); retention time=0.51 minutes. Reactants: C1(=C(C=CC=C1)N)N (1,2-phenylenediamine), C1(C=CC(N1)=O)=O (maleimide). Run in O (water), CO (methanol). Reaction conditions: temperature 95 celsius, time 2 hour. Yields the product O=C1C(NC2=CC=CC=C2N1)CC(=O)N (2-(3-Oxo-1,2,3,4-tetrahydro-quinoxalin-2-yl)-acetamide). Reaction SMILES: [C:1]1([NH2:8])[CH:6]=[CH:5][CH:4]=[CH:3][C:2]=1[NH2:7].[C:9]1(=[O:15])[NH:13][C:12](=[O:14])[CH:11]=[CH:10]1>O.CO>[O:15]=[C:9]1[NH:8][C:1]2[C:2](=[CH:3][CH:4]=[CH:5][CH:6]=2)[NH:7][CH:10]1[CH2:11][C:12]([NH2:13])=[O:14]. Procedure: To a solution of 1,2-phenylenediamine (21.5 g, 0.2 mol) in water (450 mL) was added dropwise a solution of maleimide, (20.0 g, 0.2 mol) in methanol (180 mL) over 60 min. The mixture was then stirred at 95° C. for 2 hours followed at rt overnight. The precipitate was collected via filtration and was washed with small amount of water for a few times to yield the title compound as a pale gray solid (pure product): 1H NMR (DMSO-d6) δ=10.2 (bs, 1H), 7.37 (bs, 1H) 6.88 (bs, 1H), 6.74–6.68 (m, 3H), 6.3... The reactants are C(C)(=O)N1C(C(C2=CC=C(C=C12)C(=O)OC)=C(C1=CC=CC=C1)OCC)=O (1-acetyl-3-(1-ethoxy-1-phenylmethylene)-6-methoxycarbonyl-2-indolinone), CN(CCN(C(CCC)=O)C1=CC=C(N)C=C1)C (4-(N-(2-dimethylamino-ethyl)-N-butyryl-amino)-aniline). Yields the product CN(CCN(C(CCC)=O)C1=CC=C(N\C(\C2=CC=CC=C2)=C\2/C(NC3=CC(=CC=C23)C(=O)OC)=O)C=C1)C (3-Z-[1-(4-(N-(2-dimethylamino-ethyl)-N-butyryl-amino)-anilino)-1-phenyl-methylene]-6-methoxycarbonyl-2-indolinone). Reaction SMILES: C([N:4]1[C:12]2[C:7](=[CH:8][CH:9]=[C:10]([C:13]([O:15][CH3:16])=[O:14])[CH:11]=2)[C:6](=[C:17](OCC)[C:18]2[CH:23]=[CH:22][CH:21]=[CH:20][CH:19]=2)[C:5]1=[O:27])(=O)C.[CH3:28][N:29]([CH3:45])[CH2:30][CH2:31][N:32]([C:38]1[CH:44]=[CH:43][C:41]([NH2:42])=[CH:40][CH:39]=1)[C:33](=[O:37])[CH2:34][CH2:35][CH3:36]>>[CH3:45][N:29]([CH3:28])[CH2:30][CH2:31][N:32]([C:38]1[CH:44]=[CH:43][C:41]([NH:42]/[C:17](=[C:6]2\[C:5](=[O:27])[NH:4][C:8]3[C:7]\2=[CH:12][CH:11]=[C:10]([C:13]([O:15][CH3:16])=[O:14])[CH:9]=3)/[C:18]2[CH:19]=[CH:20][CH:21]=[CH:22][CH:23]=2)=[CH:40][CH:39]=1)[C:33](=[O:37])[CH2:34][CH2:35][CH3:36]. Procedure details: Prepared from 1-acetyl-3-(1-ethoxy-1-phenylmethylene)-6-methoxycarbonyl-2-indolinone and 4-(N-(2-dimethylamino-ethyl)-N-butyryl-amino)-aniline Rf value: 0.5 (silica gel, methylene chloride/methanol=9:1) C31H34N4O4 Reactants: C1CCOC1, COC(=O)c1ccc(CCCCNC(=O)OC(C)(C)C)cc1, [Na+], [OH-]. Product: CC(C)(C)OC(=O)NCCCCc1ccc(C(=O)O)cc1. RXN SMILES: [CH2:25]1[O:26][CH2:27][CH2:28][CH2:29]1.[CH3:3][O:4][C:5]([c:6]1[cH:7][cH:8][c:9]([CH2:12][CH2:13][CH2:14][CH2:15][NH:16][C:17](=[O:18])[O:19][C:20]([CH3:21])([CH3:22])[CH3:23])[cH:10][cH:11]1)=[O:24].[Na+:2].[OH-:1]>>[O:4]=[C:5]([c:6]1[cH:7][cH:8][c:9]([CH2:12][CH2:13][CH2:14][CH2:15][NH:16][C:17](=[O:18])[O:19][C:20]([CH3:21])([CH3:22])[CH3:23])[cH:10][cH:11]1)[OH:24]. Starting materials: ClC1=NC(=CC(=N1)C=1SC(=CC1)Cl)C(F)(F)F (2-chloro-4-(5-chloro-thiophen-2-yl)-6-trifluoromethyl-pyrimidine), IC=1N=CNC1 (4-iodo-imidazole). Product: ClC1=CC=C(S1)C1=NC(=NC(=C1)C(F)(F)F)N1C=NC(=C1)I (4-(5-Chloro-thiophen-2-yl)-2-(4-iodo-imidazol-1-yl)-6-trifluoromethyl-pyrimidine), solid. The yield is 97.0%. RXN SMILES: Cl[C:2]1[N:7]=[C:6]([C:8]2[S:9][C:10]([Cl:13])=[CH:11][CH:12]=2)[CH:5]=[C:4]([C:14]([F:17])([F:16])[F:15])[N:3]=1.[I:18][C:19]1[N:20]=[CH:21][NH:22][CH:23]=1>>[Cl:13][C:10]1[S:9][C:8]([C:6]2[CH:5]=[C:4]([C:14]([F:17])([F:16])[F:15])[N:3]=[C:2]([N:22]3[CH:23]=[C:19]([I:18])[N:20]=[CH:21]3)[N:7]=2)=[CH:12][CH:11]=1. Procedure details: The title compound was prepared from 2-chloro-4-(5-chloro-thiophen-2-yl)-6-trifluoromethyl-pyrimidine (example A.1) (1.2 g, 4.0 mmol) and commercially available 4-iodo-imidazole (0.85 g, 4.4 mmol) according to the general procedure Ia. Obtained as an off-white solid (1.78 g, 97%). MS (ISP) 457.0 [(M+H)+]; mp 251° C. Reactants: FC(S(=O)(=O)OC1=CC2=CC(=CC=C2C=C1)OS(=O)(=O)C(F)(F)F)(F)F (naphthalene-2,7-diyl bis(trifluoromethanesulfonate)), C1=CC=C(C=C1)P(C2=CC=CC=C2)C3=CC=CC=C3 (PPh3), C(#C)[Si](C)(C)C (Ethynyltrimethylsilane). The reagents and catalysts are [Cu]I (CuI), C=1C=CC(=CC1)[P](C=2C=CC=CC2)(C=3C=CC=CC3)[Pd]([P](C=4C=CC=CC4)(C=5C=CC=CC5)C=6C=CC=CC6)([P](C=7C=CC=CC7)(C=8C=CC=CC8)C=9C=CC=CC9)[P](C=1C=CC=CC1)(C=1C=CC=CC1)C=1C=CC=CC1 (Pd(PPh3)4). Run in N1CCCCC1 (piperidine). Product: C[Si](C)(C)C#CC1=CC2=CC(=CC=C2C=C1)C#C[Si](C)(C)C (2,7-bis((trimethylsilyl)ethynyl)naphthalene), solid. Isolated yield 90.0%. Reaction SMILES: FC(F)(F)S(O[C:7]1[CH:16]=[CH:15][C:14]2[C:9](=[CH:10][C:11](OS(C(F)(F)F)(=O)=O)=[CH:12][CH:13]=2)[CH:8]=1)(=O)=O.C1C=CC(P([C:40]2[CH:45]=CC=CC=2)C2C=CC=CC=2)=CC=1.[C:46]([Si:48]([CH3:51])([CH3:50])[CH3:49])#[CH:47]>N1CCCCC1.[Cu]I.C1C=CC([P]([Pd]([P](C2C=CC=CC=2)(C2C=CC=CC=2)C2C=CC=CC=2)([P](C2C=CC=CC=2)(C2C=CC=CC=2)C2C=CC=CC=2)[P](C2C=CC=CC=2)(C2C=CC=CC=2)C2C=CC=CC=2)(C2C=CC=CC=2)C2C=CC=CC=2)=CC=1>[CH3:49][Si:48]([C:46]#[C:47][C:7]1[CH:16]=[CH:15][C:14]2[C:9](=[CH:10][C:11]([C:40]#[C:45][Si:48]([CH3:50])([CH3:49])[CH3:46])=[CH:12][CH:13]=2)[CH:8]=1)([CH3:51])[CH3:50] |^1:63,65,84,103|. Reported procedure: A mixture of naphthalene-2,7-diyl bis(trifluoromethanesulfonate) 1 (1.00 g, 1.19 mmol), CuI (0.023 g, 0.12 mmol), Pd(PPh3)4 (0.14 g, 0.12 mmol) and PPh3 (0.062 g, 0.24 mmol) was dissolved in piperidine (30 ml) in the presence of molecular sieves and under an Ar2 atmosphere. Ethynyltrimethylsilane (0.69 g, 7.06 mmol) was added and the stirred mixture heated at reflux overnight. The solvent was evaporated in vacuo and the resulting brown oil purified by flash column chromatography (5% EtOAc in hex... The reactants are C(C)(CC)[Li].C1CCCCC1 (sec-butyl lithium cyclohexane), C(C)(C)(C)OC(=O)NC1=C(C=C(C=C1)OCC)C (N-tert-butoxycarbonyl-4-ethoxy-2-methylaniline), CON(C(C)=O)C (N-methoxy-N-methylacetamide), CC=1NC2=CC(=CC=C2C1)C (2,6-Dimethyl-1H-indole). The solvent is C1CCOC1 (THF), C1CCOC1 (THF). Conditions: time 0.25 hour. The product is CC=1N(C2=CC=CC=C2C1)C (dimethyl-1H-indole). Yield: 44.0%. RXN SMILES: [CH3:1][C:2]1[NH:3][C:4]2[C:9]([CH:10]=1)=[CH:8][CH:7]=[C:6](C)[CH:5]=2.[CH:12]([Li])(CC)C.C1CCCCC1.C(OC(NC1C=CC(OCC)=CC=1C)=O)(C)(C)C.CON(C)C(=O)C>C1COCC1>[CH3:1][C:2]1[N:3]([CH3:12])[C:4]2[C:9]([CH:10]=1)=[CH:8][CH:7]=[CH:6][CH:5]=2 |f:1.2|. Reported procedure: 2,6-Dimethyl-1H-indole. A solution of 1.3M sec-butyl lithium/cyclohexane (81.0 ml, 0.105 mol) was added slowly to 11.05 g (0.05 mol) of N-tert-butoxycarbonyl-4-ethoxy-2-methylaniline in 150 ml of THF while keeping the temperature below −40° C. with a dry ice-ethanol bath. After 0.25 hours, 7.21 g (0.07 mol) of N-methoxy-N-methylacetamide in an equal volume of THF was added dropwise. The reaction mixture was stirred for 1 hour, the cooling bath removed and stirred an additional one hour. It was t... The reactants are NC=1C=C2C(=C(C=NC2=CC1OC)C#N)NC1=CC(=C(C=C1)F)Cl (6-amino-4-(3-chloro-4-fluoro-phenylamino)-7-methoxy-quinoline-3-carbonitrile), COC[C@H]1NCCC1 ((S)-(+)-2-(methoxymethy) pyrrolidine). Yields the product Cl.Cl.ClC=1C=C(C=CC1F)NC1=C(C=NC2=CC(=C(C=C12)NC(C=CCN1[C@@H](CCC1)COC)=O)OC)C#N ((S)-4-(2-Methoxymethyl-pyrrolidin-1-yl)-but-2-enoic Acid[4-(3-chloro-4-fluoro-phenylamino)-3-cyano-7-methoxy-quinolin-6-yl]-amide dihydrochloride). Isolated yield 215.4%. Reaction SMILES: [NH2:1][C:2]1[CH:3]=[C:4]2[C:9](=[CH:10][C:11]=1[O:12][CH3:13])[N:8]=[CH:7][C:6]([C:14]#[N:15])=[C:5]2[NH:16][C:17]1[CH:22]=[CH:21][C:20]([F:23])=[C:19]([Cl:24])[CH:18]=1.[CH3:25][O:26][CH2:27][C@@H:28]1[CH2:32][CH2:31][CH2:30][NH:29]1>>[ClH:24].[ClH:24].[Cl:24][C:19]1[CH:18]=[C:17]([NH:16][C:5]2[C:4]3[C:9](=[CH:10][C:11]([O:12][CH3:13])=[C:2]([NH:1][C:11](=[O:12])[CH:2]=[CH:3][CH2:4][N:29]4[CH2:30][CH2:31][CH2:32][C@H:28]4[CH2:27][O:26][CH3:25])[CH:3]=3)[N:8]=[CH:7][C:6]=2[C:14]#[N:15])[CH:22]=[CH:21][C:20]=1[F:23] |f:2.3.4|. Procedure: By using the method of Example 89, 1.2 g (3.5 mmol) of 6-amino-4-(3-chloro-4-fluoro-phenylamino)-7-methoxy-quinoline-3-carbonitrile and 2.4 g (21 mmol) of (S)-(+)-2-(methoxymethy) pyrrolidine were converted to 1.5 g the title compound, obtained as a yellow powder: mass spectrum (electrospray, m/e): M+H 524.0, (M+2H)+2 262.4. This reaction can also be done with (R)-(−)-2-(methoxymethy) pyrrolidine or racemic 2-(methoxymethy) pyrrolidine giving the R-entaniomer or the racemate, respectively. Starting materials: C(CC)NC1CC2=CC=C(CC2=CC1)OC (N-propyl-6-methoxy-1,2,3,5-tetrahydro-2-naphthylamine), [OH-].[Na+] (sodium hydroxide), [BH4-].[Na+] (Sodium borohydride), C(CC)(=O)O (propionic acid), [H][H] (hydrogen). The solvent is C1=CC=CC=C1 (benzene), C1=CC=CC=C1 (benzene). Product: C(CC)N(CCC)C1CC2=CC=C(C=C2CC1)OC (N,N-dipropyl-6-methoxy-1,2,3,4-tetrahydro-2-naphthylamine). RXN SMILES: [BH4-].[Na+].[C:3](O)(=O)[CH2:4][CH3:5].[H][H].[CH2:10]([NH:13][CH:14]1[CH2:23][CH:22]=[C:21]2[C:16](=[CH:17][CH:18]=[C:19]([O:24][CH3:25])[CH2:20]2)[CH2:15]1)[CH2:11][CH3:12].[OH-].[Na+]>C1C=CC=CC=1>[CH2:10]([N:13]([CH:14]1[CH2:23][CH2:22][C:21]2[C:16](=[CH:17][CH:18]=[C:19]([O:24][CH3:25])[CH:20]=2)[CH2:15]1)[CH2:3][CH2:4][CH3:5])[CH2:11][CH3:12] |f:0.1,5.6|. Reported procedure: Sodium borohydride (26.85 g, 0.71 mol) was added in small portions to propionic acid (172.2 mL, 2.3 moles) in dry benzene (650 mL), maintaining the temperature below 20° C. When hydrogen evolution ceased, a solution of N-propyl-6-methoxy-1,2,3,5-tetrahydro-2-naphthylamine (30.93 g, 0.141 mol) in benzene (150 mL) was added and the resulting mixture was refluxed for 3 hr. The cooled mixture was shaken with excess 10% (w/v) sodium hydroxide solution. The organic layer was separated, dried over MgSO... As a reaction SMILES: [Cl:1][C:2]1[C:3]([CH3:34])=[C:4]([N:8]([CH2:21][C:22]([NH:24][CH2:25][C:26]2[CH:31]=[CH:30][C:29]([O:32][CH3:33])=[CH:28][CH:27]=2)=[O:23])[S:9]([C:12]2[CH:20]=[CH:19][C:15]([C:16](O)=[O:17])=[CH:14][CH:13]=2)(=[O:11])=[O:10])[CH:5]=[CH:6][CH:7]=1.ClC(OCC)=O.[BH4-].[Na+].Cl>C1COCC1.C(N(CC)CC)C>[Cl:1][C:2]1[C:3]([CH3:34])=[C:4]([N:8]([S:9]([C:12]2[CH:13]=[CH:14][C:15]([CH2:16][OH:17])=[CH:19][CH:20]=2)(=[O:11])=[O:10])[CH2:21][C:22]([NH:24][CH2:25][C:26]2[CH:27]=[CH:28][C:29]([O:32][CH3:33])=[CH:30][CH:31]=2)=[O:23])[CH:5]=[CH:6][CH:7]=1 |f:2.3|. Run in C(C)N(CC)CC (triethylamine), C1CCOC1 (THF). Reaction conditions: time 1 hour. Yields the product ClC=1C(=C(C=CC1)N(CC(=O)NCC1=CC=C(C=C1)OC)S(=O)(=O)C1=CC=C(C=C1)CO)C (N2-(3-chloro-2-methylphenyl)-N2-{[4-(hydroxymethyl)phenyl]sulfonyl}-N-(4-methoxybenzyl)glycinamide). Yield: 40.5%. Starting materials: ClC(=O)OCC (ethyl chloroformate), Cl (hydrochloric acid), ClC=1C(=C(C=CC1)N(S(=O)(=O)C1=CC=C(C(=O)O)C=C1)CC(=O)NCC1=CC=C(C=C1)OC)C (4-[((3-chloro-2-methylphenyl){2-[(4-methoxybenzyl)amino]-2-oxoethyl}amino)sulfonyl]benzoic acid), [BH4-].[Na+] (sodium borohydride). Procedure details: 300 mg of 4-[((3-chloro-2-methylphenyl){2-[(4-methoxybenzyl)amino]-2-oxoethyl}amino)sulfonyl]benzoic acid was dissolved in 5.00 mL of THF, and 340 mg of ethyl chloroformate and 326 mg of triethylamine were added thereto, followed by stirring at room temperature for 1 hour. To the reaction liquid was added dropwise an aqueous solution (0.80 mL) of 360 mg of sodium borohydride over 30 minutes, followed by stirring at room temperature for 2 hours. The reaction liquid was acidified with addition of ...